From a dataset of the Open Reaction Database (ORD), a public repository of structured organic reaction records. describe an organic reaction: reactants, conditions, products, and yield Starting materials: FC1=CC=C(C=C1)[N+](=O)[O-] (4-fluoronitrobenzene), C([O-])([O-])=O.[Cs+].[Cs+] (cesium carbonate), NCCC1=CC=C(C=C1)O (tyramine), C(N)(OC(C)(C)C)=O (t-butyl carbamate). Run in CN(C)C=O (DMF). The product is biarylether, C(C)(C)(C)OC(NCCC1=CC=C(C=C1)OC1=CC=C(C=C1)[N+](=O)[O-])=O ({2-[4-(4-nitro-phenoxy)-phenyl]-ethyl}-carbamic acid tert-butyl ester). As a reaction SMILES: [NH2:1][CH2:2][CH2:3][C:4]1[CH:9]=[CH:8][C:7]([OH:10])=[CH:6][CH:5]=1.[C:11](=[O:18])([O:13][C:14]([CH3:17])([CH3:16])[CH3:15])N.F[C:20]1[CH:25]=[CH:24][C:23]([N+:26]([O-:28])=[O:27])=[CH:22][CH:21]=1.C(=O)([O-])[O-].[Cs+].[Cs+]>CN(C=O)C>[C:14]([O:13][C:11](=[O:18])[NH:1][CH2:2][CH2:3][C:4]1[CH:9]=[CH:8][C:7]([O:10][C:20]2[CH:25]=[CH:24][C:23]([N+:26]([O-:28])=[O:27])=[CH:22][CH:21]=2)=[CH:6][CH:5]=1)([CH3:17])([CH3:16])[CH3:15] |f:3.4.5|. Procedure: As shown in scheme 5, tyramine is protected as the t-butyl carbamate 22 and then reacted with 4-fluoronitrobenzene with cesium carbonate in DMF to yield the corresponding biarylether, {2-[4-(4-nitro-phenoxy)-phenyl]-ethyl}-carbamic acid tert-butyl ester (19). Compound 19 is reduced by catalytic hydrogenation with palladium on carbon at the nitro group to afford the amine 23. Compound 23 is then N-acylated with acetyl chloride to afford the N-acyl compound 25. The t-Boc protecting group is remove... Reactants: O=S(=O)(OS(=O)(=O)C(F)(F)F)C(F)(F)F, Cc1cc2cccc(O)c2nc1-c1ccccc1, c1ccncc1. Yields the product Cc1cc2cccc(OS(=O)(=O)C(F)(F)F)c2nc1-c1ccccc1. RXN SMILES: [F:1][C:2]([F:3])([F:4])[S:5](=[O:6])(=[O:7])[O:8][S:9]([C:10]([F:11])([F:12])[F:13])(=[O:14])=[O:15].[c:16]1(-[c:22]2[n:23][c:24]3[c:25]([OH:33])[cH:26][cH:27][cH:28][c:29]3[cH:30][c:31]2[CH3:32])[cH:17][cH:18][cH:19][cH:20][cH:21]1.[cH:34]1[cH:35][cH:36][n:37][cH:38][cH:39]1>>[F:1][C:2]([F:3])([F:4])[S:5](=[O:6])(=[O:7])[O:8][c:25]1[c:24]2[n:23][c:22](-[c:16]3[cH:17][cH:18][cH:19][cH:20][cH:21]3)[c:31]([CH3:32])[cH:30][c:29]2[cH:28][cH:27][cH:26]1. The reactants are C(C)(C)(C)C1=CC(=CC=C1)C(C)(C)C (1,3-di-t-butylbenzene), BrBr (bromine). The reagents and catalysts are [N+](=O)([O-])[O-].[Ag+] (silver nitrate). Solvent: C(C)(=O)O (acetic acid). The product is CC(C)(C)C1=C(C=CC(=C1)C(C)(C)C)Br (2,4-bis(1,1-dimethylethyl)-1-bromobenzene). Isolated yield 99.9%. As a reaction SMILES: [C:1]([C:5]1[CH:10]=[CH:9][CH:8]=[C:7]([C:11]([CH3:14])([CH3:13])[CH3:12])[CH:6]=1)([CH3:4])([CH3:3])[CH3:2].[Br:15]Br>C(O)(=O)C.[N+]([O-])([O-])=O.[Ag+]>[CH3:12][C:11]([C:7]1[CH:6]=[C:5]([C:1]([CH3:4])([CH3:3])[CH3:2])[CH:10]=[CH:9][C:8]=1[Br:15])([CH3:14])[CH3:13] |f:3.4|. Procedure: To a solution of 5.00 g (26.3 mmoles) of 1,3-di-t-butylbenzene in 15 ml of acetic acid was added 4.47 g (26.3 mmoles) of silver nitrate. The mixture was stirred in an oil bath at 75°-80° and then bromine (4.21 g, 26.3 mmoles) was added in small portions over 2 hours. After the addition was complete, the reaction mixture was stirred for a further 45 minutes. After cooling, the precipitated silver bromide was filtered off and washed with acetic acid. The combined filtrates were partitioned between... Reactants: CC1=NC(=C2N1C1=C(N=C2)N(C=C1)[Si](C(C)C)(C(C)C)C(C)C)C1=CC=C(C=C1)C(C)(C)O (2-(4-(1-methyl-6-(triisopropylsilyl)-6H-imidazo[1,5-a]pyrrolo[2,3-e]pyrazin-3-yl)phenyl)propan-2-ol), C1CC(=O)N(C1=O)Br (NBS). The solvent is C(Cl)Cl (DCM), C(Cl)Cl (DCM). Reaction conditions: temperature -20 celsius, time 40 minute. Yields the product BrC1=CN(C=2N=CC=3N(C21)C(=NC3C3=CC=C(C=C3)C(C)(C)O)C)[Si](C(C)C)(C(C)C)C(C)C (2-(4-(8-bromo-1-methyl-6-(triisopropylsilyl)-6H-imidazo[1,5-a]pyrrolo[2,3-e]pyrazin-3-yl)phenyl)propan-2-ol). Isolated yield 36.9%. Reaction SMILES: [CH3:1][C:2]1[N:6]2[C:7]3[CH:13]=[CH:12][N:11]([Si:14]([CH:21]([CH3:23])[CH3:22])([CH:18]([CH3:20])[CH3:19])[CH:15]([CH3:17])[CH3:16])[C:8]=3[N:9]=[CH:10][C:5]2=[C:4]([C:24]2[CH:29]=[CH:28][C:27]([C:30]([OH:33])([CH3:32])[CH3:31])=[CH:26][CH:25]=2)[N:3]=1.C1C(=O)N([Br:41])C(=O)C1>C(Cl)Cl>[Br:41][C:13]1[C:7]2[N:6]3[C:2]([CH3:1])=[N:3][C:4]([C:24]4[CH:25]=[CH:26][C:27]([C:30]([OH:33])([CH3:31])[CH3:32])=[CH:28][CH:29]=4)=[C:5]3[CH:10]=[N:9][C:8]=2[N:11]([Si:14]([CH:21]([CH3:23])[CH3:22])([CH:18]([CH3:20])[CH3:19])[CH:15]([CH3:16])[CH3:17])[CH:12]=1. Procedure: To a solution of 2-(4-(1-methyl-6-(triisopropylsilyl)-6H-imidazo[1,5-a]pyrrolo[2,3-e]pyrazin-3-yl)phenyl)propan-2-ol (1.5 g, 3.2 mmol, Preparation #AX.1) in DCM (32.4 ml) at about −20° C. was added NBS (0.46 g, 2.6 mmol). The mixture was stirred at about −20° C. for about 40 min. The mixture was diluted with DCM (100 mL) and washed with saturated aqueous NaHCO3 (75 mL). The organic phase was dried over Na2SO4, filtered and concentrated in vacuo. The residue was purified by flash chromatography (... Starting materials: CC(=O)N1CCC(CN=C=S)CC1, Nc1ccc(F)cc1, C1CCOC1. Yields the product CC(=O)N1CCC(CNC(=S)Nc2ccc(F)cc2)CC1. RXN SMILES: [C:1]([CH3:2])(=[O:3])[N:4]1[CH2:5][CH2:6][CH:7]([CH2:10][N:11]=[C:12]=[S:13])[CH2:8][CH2:9]1.[F:14][c:15]1[cH:16][cH:17][c:18]([NH2:21])[cH:19][cH:20]1.[O:22]1[CH2:23][CH2:24][CH2:25][CH2:26]1>>[C:1]([CH3:2])(=[O:3])[N:4]1[CH2:5][CH2:6][CH:7]([CH2:10][NH:11][C:12](=[S:13])[NH:21][c:18]2[cH:17][cH:16][c:15]([F:14])[cH:20][cH:19]2)[CH2:8][CH2:9]1. Reactants: C(C1=CC=CC=C1)[C@@](C(CNC(C1=CC(=NC(=C1)N(S(=O)(=O)C)C)Cl)=O)=O)(C)NC(OC(C)(C)C)=O (tert-butyl (1R)-1-benzyl-3-({2-chloro-6-[methyl(methylsulfonyl)amino]isonicotinoyl}amino)-1-methyl-2-oxopropylcarbamate), CC[N+](CC)(CC)S(=O)(=O)N=C([O-])OC (Burgess reagent). The solvent is C1(=CC=CC=C1)C (toluene). Yields the product ClC1=NC(=CC(=C1)C=1OC(=CN1)[C@](CC1=CC=CC=C1)(C)NC(OC(C)(C)C)=O)N(S(=O)(=O)C)C (tert-butyl (1R)-1-(2-{2-chloro-6-[methyl(methylsulfonyl)amino]pyridin-4-yl}-1,3-oxazol-5-yl)-1-methyl-2-phenylethylcarbamate). Reaction SMILES: [CH2:1]([C@:8]([NH:29][C:30](=[O:36])[O:31][C:32]([CH3:35])([CH3:34])[CH3:33])([CH3:28])[C:9](=O)[CH2:10][NH:11][C:12](=[O:26])[C:13]1[CH:18]=[C:17]([N:19]([CH3:24])[S:20]([CH3:23])(=[O:22])=[O:21])[N:16]=[C:15]([Cl:25])[CH:14]=1)[C:2]1[CH:7]=[CH:6][CH:5]=[CH:4][CH:3]=1.CC[N+](S(N=C(OC)[O-])(=O)=O)(CC)CC>C1(C)C=CC=CC=1>[Cl:25][C:15]1[CH:14]=[C:13]([C:12]2[O:26][C:9]([C@@:8]([NH:29][C:30](=[O:36])[O:31][C:32]([CH3:33])([CH3:35])[CH3:34])([CH3:28])[CH2:1][C:2]3[CH:7]=[CH:6][CH:5]=[CH:4][CH:3]=3)=[CH:10][N:11]=2)[CH:18]=[C:17]([N:19]([CH3:24])[S:20]([CH3:23])(=[O:21])=[O:22])[N:16]=1. Procedure details: To a solution of tert-butyl (1R)-1-benzyl-3-({2-chloro-6-[methyl(methylsulfonyl)amino]isonicotinoyl}amino)-1-methyl-2-oxopropylcarbamate (0.190 g, 0.35 mmol) in 2 mL toluene was added Burgess reagent (0.504 g, 2.12 mmol). The reaction was microwaved at 130° C. for 30 min. The clear yellow, top layer of the reaction mixture was concentrated in vacuo and purified by normal phase chromatography (0->50% EtOAc/hexanes) to give tert-butyl (1R)-1-(2-{2-chloro-6-[methyl(methylsulfonyl)amino]pyridin-4-yl... Reactants: CCOC(=O)c1nc(C)oc1NC(=O)OC(C)(C)C, C1CCOC1, Cl, [Na+], [OH-]. Product: Cc1nc(C(=O)O)c(NC(=O)OC(C)(C)C)o1. Reaction SMILES: [CH2:1]([CH3:2])[O:3][C:4](=[O:5])[c:6]1[n:7][c:8]([CH3:19])[o:9][c:10]1[NH:11][C:12](=[O:13])[O:14][C:15]([CH3:16])([CH3:17])[CH3:18].[CH2:23]1[O:24][CH2:25][CH2:26][CH2:27]1.[ClH:22].[Na+:21].[OH-:20]>>[O:3]=[C:4]([OH:5])[c:6]1[n:7][c:8]([CH3:19])[o:9][c:10]1[NH:11][C:12](=[O:13])[O:14][C:15]([CH3:16])([CH3:17])[CH3:18]. The reactants are OC1=CC=C(C=C1)O (p-dihydroxy benzene), O1CCOCC1 (dioxane), S(O)(O)(=O)=O (sulfuric acid). The solvent is ClC(=C(Cl)Cl)Cl (perchloroethylene). Reaction conditions: temperature 140 celsius, time 4 hour. The product is OC1(C(C=C(C=C1)O)S(=O)(=O)O)S(=O)(=O)O (p-dihydroxy benzene disulfonic acid). Yield: 139.0%. As a reaction SMILES: [OH:1][C:2]1[CH:7]=[CH:6][C:5]([OH:8])=[CH:4][CH:3]=1.O1CCOCC1.[S:15](=[O:19])(=[O:18])([OH:17])O>ClC(Cl)=C(Cl)Cl>[OH:1][C:2]1([S:15]([OH:19])(=[O:18])=[O:17])[CH:7]=[CH:6][C:5]([OH:8])=[CH:4][CH:3]1[S:15]([OH:17])(=[O:19])=[O:18]. Reported procedure: 190 g of p-dihydroxy benzene monosulfonic acid, 100 ml of dioxane, and 100 ml of perchloroethylene are mixed in a flask provided with a reflux condenser. The flask is heated in an oil bath to the reflux temperature (in the oil bath at 140° C.). It is refluxed for half an hour, and then is left to cool a little to set the coolant for distillation. In the flask, two layers are formed: a colourless lower layer, and a coloured upper layer in which the acid is dissolved. The flask is heated again and... The reactants are ClC=1C=C(C=C(C1)Cl)SC1=C(N=C(N1COCCO)C)C(C)C (5-(3,5-Dichlorophenylthio)-4-isopropyl-1-[2-hydroxyethoxymethyl]-2-methyl-1H-imidazole), enol ether, COC1=CCCCCCCCC1 (1-methoxy-1-cyclodecene). Product: C1(=CCCCCCCCC1)OCCOCN1C(=NC(=C1SC1=CC(=CC(=C1)Cl)Cl)C(C)C)C (1-[2-(Cyclodecen-1-yloxy)ethoxymethyl]-5-(3,5-dichlorophenylthio)-4-isopropyl-2-methyl-1H-imidazole). Isolated yield 65.7%. As a reaction SMILES: [Cl:1][C:2]1[CH:3]=[C:4]([S:9][C:10]2[N:14]([CH2:15][O:16][CH2:17][CH2:18][OH:19])[C:13]([CH3:20])=[N:12][C:11]=2[CH:21]([CH3:23])[CH3:22])[CH:5]=[C:6]([Cl:8])[CH:7]=1.CO[C:26]1[CH2:35][CH2:34][CH2:33][CH2:32][CH2:31][CH2:30][CH2:29][CH2:28][CH:27]=1>>[C:26]1([O:19][CH2:18][CH2:17][O:16][CH2:15][N:14]2[C:10]([S:9][C:4]3[CH:5]=[C:6]([Cl:8])[CH:7]=[C:2]([Cl:1])[CH:3]=3)=[C:11]([CH:21]([CH3:23])[CH3:22])[N:12]=[C:13]2[CH3:20])[CH2:35][CH2:34][CH2:33][CH2:32][CH2:31][CH2:30][CH2:29][CH2:28][CH:27]=1. Reported procedure: The compound 8 (375 mg, 1 mmol) was converted to the enol ether with 1-methoxy-1-cyclodecene (505 mg, 3 mmol) in the same manner as the example 10 to give the compound 12 (336 mg, 66%) as oil. Rf 0.55 (Al2O3 60, Type E, 10:1 toluene - EtOAc).